This data is from the Open Reaction Database (ORD), a public repository of structured organic reaction records. The task is: describe an organic reaction: reactants, conditions, products, and yield The reactants are C(C1=CC=CC=C1)OC(=O)C1(CCOCC1)N(S(=O)(=O)C1=CC=C(C=C1)OC1=CC=C(C=C1)F)C=CC(=O)OCC (4-{(2-Ethoxycarbonyl-vinyl)-[4-(4-fluoro-phenoxy)-benzenesulfonyl]-amino}-tetrah ydro-pyran-4-carboxylic acid benzyl ester), [H][H] (hydrogen). The reagents and catalysts are O (water). The solvent is C(C)O (ethanol). The product is C(C)OC(=O)CCN(C1(CCOCC1)C(=O)O)S(=O)(=O)C1=CC=C(C=C1)OC1=CC=C(C=C1)F (4-{(2-Ethoxycarbonyl-ethyl)-[4-(4-fluoro-phenoxy)-benzenesulfonyl]-amino}-tetrah ydro-pyran-4-carboxylic acid). Reaction SMILES: C([O:8][C:9]([C:11]1([N:17]([CH:35]=[CH:36][C:37]([O:39][CH2:40][CH3:41])=[O:38])[S:18]([C:21]2[CH:26]=[CH:25][C:24]([O:27][C:28]3[CH:33]=[CH:32][C:31]([F:34])=[CH:30][CH:29]=3)=[CH:23][CH:22]=2)(=[O:20])=[O:19])[CH2:16][CH2:15][O:14][CH2:13][CH2:12]1)=[O:10])C1C=CC=CC=1.[H][H]>C(O)C.O>[CH2:40]([O:39][C:37]([CH2:36][CH2:35][N:17]([S:18]([C:21]1[CH:26]=[CH:25][C:24]([O:27][C:28]2[CH:29]=[CH:30][C:31]([F:34])=[CH:32][CH:33]=2)=[CH:23][CH:22]=1)(=[O:20])=[O:19])[C:11]1([C:9]([OH:10])=[O:8])[CH2:12][CH2:13][O:14][CH2:15][CH2:16]1)=[O:38])[CH3:41]. Procedure details: A solution of (4.4 mmol) of the product of step D in 25 mL of ethanol is treated with 2.5 g of 50% water wet 10% palladium on carbon catalyst and shaken under 53 psi of hydrogen for 21 hours. The catalyst is removed by filtration and washed with ethanol (4×25 mL). The filtrate and washings are combined and concentrated under vacuum to crude product. Starting materials: B, CCO, CCOCC, CSC, CC(=O)NC(C)COc1c(C)cccc1C, Cl, C1CCOC1. Product: CCNC(C)COc1c(C)cccc1C, Cl. As a reaction SMILES: [BH3:4].[CH2:26]([OH:27])[CH3:28].[CH2:30]([O:31][CH2:32][CH3:33])[CH3:34].[CH3:1][S:2][CH3:3].[CH3:5][c:6]1[c:7]([O:8][CH2:9][CH:10]([CH3:11])[NH:12][C:13]([CH3:14])=[O:15])[c:16]([CH3:20])[cH:17][cH:18][cH:19]1.[ClH:29].[O:21]1[CH2:22][CH2:23][CH2:24][CH2:25]1>>[CH3:5][c:6]1[c:7]([O:8][CH2:9][CH:10]([CH3:11])[NH:12][CH2:13][CH3:14])[c:16]([CH3:20])[cH:17][cH:18][cH:19]1.[ClH:29]. The reactants are OB(O)c1ccccc1 (effective_coupling_partner), COc5nc(OC)nc(Oc1ccc2c(c1)CCC3C2CC[C@]4(C)C(=O)CCC34)n5 (substrate). Reagents/catalysts: dppf. Reaction conditions: temperature 110 celsius, time 24 hour. Yields the product C[C@]45CCC3c2ccc(c1ccccc1)cc2CCC3C4CCC5=O.